This data is from the Open Reaction Database (ORD), a public repository of structured organic reaction records. The task is: describe an organic reaction: reactants, conditions, products, and yield The solvent is CCOCC (ether). As a reaction SMILES: [Br:1][C:2]1[C:6]2[CH:7]=[C:8]([CH3:11])[CH:9]=[CH:10][C:5]=2[O:4][C:3]=1[C:12]1[CH:20]=[CH:19][CH:18]=[CH:17][C:13]=1[C:14]([OH:16])=[O:15].[C:21]1([CH3:31])[CH:26]=CC(S(Cl)(=O)=O)=C[CH:22]=1.C(O)(C)(C)C.N1C=CC=CC=1>CCOCC>[Br:1][C:2]1[C:6]2[CH:7]=[C:8]([CH3:11])[CH:9]=[CH:10][C:5]=2[O:4][C:3]=1[C:12]1[CH:20]=[CH:19][CH:18]=[CH:17][C:13]=1[C:14]([O:16][C:21]([CH3:31])([CH3:26])[CH3:22])=[O:15]. Conditions: temperature 0 celsius, time 72 hour. Starting materials: BrC1=C(OC2=C1C=C(C=C2)C)C2=C(C(=O)O)C=CC=C2 (2-(3-bromo-5-methyl-2-benzofuranyl)benzoic acid), A-0434249, C1(=CC=C(C=C1)S(=O)(=O)Cl)C (p-toluenesulphonyl chloride), C(C)(C)(C)O (tert-butanol), N1=CC=CC=C1 (pyridine). The yield is 25.7%. Yields the product BrC1=C(OC2=C1C=C(C=C2)C)C2=C(C(=O)OC(C)(C)C)C=CC=C2 (1,1-Dimethylethyl 2-(3-bromo-5-methyl-2-benzofuranyl)benzoate). Procedure details: A mixture of 2-(3-bromo-5-methyl-2-benzofuranyl)benzoic acid (described in EP-A-0434249) (2.0 g), p-toluenesulphonyl chloride (2.5 g), tert-butanol (10 ml) and pyridine (3 ml) was stirred at 0° C. and allowed to warm to room temperature. Stirring was continued for 72 hours. The mixture was then diluted with ether (100 ml) and washed with 2M hydrochloric acid (75 ml) followed by an aqueous solution of 1M sodium bicarbonate (75 ml). The aqueous solutions were further extracted with ethyl acetate (... Reactants: O (water), BrC=1C=C(C=CC1)C=1N=C(SC1)NS(=O)(=O)C1=CC=C(C=C1)C (N-[4-(3-bromo-phenyl)-thiazol-2-yl]-4-methyl-benzenesulfonamide), C(C)N(C(C)C)C(C)C (ethyldiisopropylamine), COCCl (chloromethyl methyl ether). The solvent is C(Cl)Cl (methylene chloride). Reaction conditions: temperature 0 celsius, time 2 hour. Yields the product BrC=1C=C(C=CC1)C=1N=C(SC1)N(S(=O)(=O)C1=CC=C(C=C1)C)COC (N-[4-(3-bromo-phenyl)-thiazol-2-yl]-N-methoxymethyl-4-methyl-benzenesulfonamide). Reaction SMILES: [Br:1][C:2]1[CH:3]=[C:4]([C:8]2[N:9]=[C:10]([NH:13][S:14]([C:17]3[CH:22]=[CH:21][C:20]([CH3:23])=[CH:19][CH:18]=3)(=[O:16])=[O:15])[S:11][CH:12]=2)[CH:5]=[CH:6][CH:7]=1.C(N(C(C)C)C(C)C)C.[CH3:33][O:34][CH2:35]Cl.O>C(Cl)Cl>[Br:1][C:2]1[CH:3]=[C:4]([C:8]2[N:9]=[C:10]([N:13]([CH2:33][O:34][CH3:35])[S:14]([C:17]3[CH:18]=[CH:19][C:20]([CH3:23])=[CH:21][CH:22]=3)(=[O:16])=[O:15])[S:11][CH:12]=2)[CH:5]=[CH:6][CH:7]=1. Reported procedure: A solution of 0.72 g of N-[4-(3-bromo-phenyl)-thiazol-2-yl]-4-methyl-benzenesulfonamide and 0.6 ml of ethyldiisopropylamine in 10 ml of methylene chloride was cooled to 0° C. and, after the addition of 0.13 ml of chloromethyl methyl ether, stirred at 0° C. for 2 h. Thereafter, the mixture was treated with 40 ml of water and extracted with methylene chloride. The organic phase was dried with magnesium sulphate and concentrated. After chromatography on 60 g of Kieselgel 60 with ethyl acetate/hexan... The reactants are N[C@@H]1C(N([C@@H]1COC(N)=O)S(=O)(=O)O)=O ((3S,4S)-3-amino-4-carbamoyloxymethyl-2-oxo-1-azetidinesulphonic acid), NC=1SC=C(N1)/C(/C(=O)O)=N/OCCS(=O)(=O)C (2-(2-amino-4-thiazolyl)-2-[(Z)-[2-(methylsulphonyl)ethoxy]imino]-acetic acid). Product: NC=1SC=C(N1)/C(/C(=O)N[C@@H]1C(N([C@@H]1COC(N)=O)S(=O)(=O)O)=O)=N/OCCS(=O)(=O)C ((3S,4S)-3-[(Z)-2-(2-amino-4-thiazolyl)-2-[[2-(methylsulphonyl)ethoxy]imino]acetamido]-4-carbamoyloxymethyl-2-oxo-1-azetidinesulphonic acid). As a reaction SMILES: [NH2:1][C@H:2]1[C@@H:5]([CH2:6][O:7][C:8](=[O:10])[NH2:9])[N:4]([S:11]([OH:14])(=[O:13])=[O:12])[C:3]1=[O:15].[NH2:16][C:17]1[S:18][CH:19]=[C:20](/[C:22](=[N:26]/[O:27][CH2:28][CH2:29][S:30]([CH3:33])(=[O:32])=[O:31])/[C:23](O)=[O:24])[N:21]=1>>[NH2:16][C:17]1[S:18][CH:19]=[C:20](/[C:22](=[N:26]/[O:27][CH2:28][CH2:29][S:30]([CH3:33])(=[O:31])=[O:32])/[C:23]([NH:1][C@H:2]2[C@@H:5]([CH2:6][O:7][C:8](=[O:10])[NH2:9])[N:4]([S:11]([OH:14])(=[O:12])=[O:13])[C:3]2=[O:15])=[O:24])[N:21]=1. Reported procedure: In the same manner as described in Example 9, from 12 g of (3S,4S)-3-amino-4-carbamoyloxymethyl-2-oxo-1-azetidinesulphonic acid and 2-(2-amino-4-thiazolyl)-2-[(Z)-[2-(methylsulphonyl)ethoxy]imino]-acetic acid there are obtained 1.15 g of (3S,4S)-3-[(Z)-2-(2-amino-4-thiazolyl)-2-[[2-(methylsulphonyl)ethoxy]imino]acetamido]-4-carbamoyloxymethyl-2-oxo-1-azetidinesulphonic acid.